This data is from the Open Reaction Database (ORD), a public repository of structured organic reaction records. The task is: describe an organic reaction: reactants, conditions, products, and yield Starting materials: C(O)([O-])=O.[Na+] (sodium hydrogen carbonate), CC1(CC(=O)CC(=O)C1)C (dimedone), C(C=C)OC(=O)C1=C([C@@H]([C@H]2N1C([C@@H]2[C@@H](C)O)=O)C)S[C@@H]2CC(NC2)=S ((1R,5S,6S)-2-[(4R)-pyrrolidine-2-thion-4-ylthio]-6-[(1R)-1-hydroxyethyl]-1-methylcarbapen-2-em-3-carboxylic acid allyl ester), P(OCC)(OCC)OCC (triethyl phosphite). Reagents/catalysts: C(C)(=O)[O-].C(C)(=O)[O-].[Pd+2] (palladium diacetate). Run in O (water), O1CCCC1 (tetrahydrofuran). Reaction conditions: time 3 minute. Product: [Na+].N1C(C[C@H](C1)SC=1[C@@H]([C@H]2N(C1C(=O)[O-])C([C@@H]2[C@@H](C)O)=O)C)=S ((1R,5S,6S)-2-[(4R)-pyrrolidine-2-thion-4-ylthio]-6-[(1R)-1-hydroxyethyl]-1-methyl-carbapen-2-em-3-carboxylic acid sodium salt). Yield: 90.0%. As a reaction SMILES: C(=O)([O-])O.[Na+:5].CC1(C)CC(=O)CC(=O)C1.P(OCC)(OCC)OCC.C([O:29][C:30]([C:32]1[N:36]2[C:37](=[O:42])[C@H:38]([C@H:39]([OH:41])[CH3:40])[C@H:35]2[C@@H:34]([CH3:43])[C:33]=1[S:44][C@H:45]1[CH2:49][NH:48][C:47](=[S:50])[CH2:46]1)=[O:31])C=C>O.C([O-])(=O)C.C([O-])(=O)C.[Pd+2].O1CCCC1>[Na+:5].[NH:48]1[CH2:49][C@H:45]([S:44][C:33]2[C@H:34]([CH3:43])[C@@H:35]3[C@@H:38]([C@H:39]([OH:41])[CH3:40])[C:37](=[O:42])[N:36]3[C:32]=2[C:30]([O-:31])=[O:29])[CH2:46][C:47]1=[S:50] |f:0.1,6.7.8,10.11|. Procedure: A mixture of sodium hydrogen carbonate (0.84 g) in water (10 ml), dimedone (0.84 g) and tetrahydrofuran (80 ml) is treated with ultrasonics, and thereto is added palladium diacetate (0.11 g) and triethyl phosphite (0.58 g) under nitrogen atmosphere, and the mixture is stirred for three minutes. To the mixture is added (1R,5S,6S)-2-[(4R)-pyrrolidine-2-thion-4-ylthio]-6-[(1R)-1-hydroxyethyl]-1-methylcarbapen-2-em-3-carboxylic acid allyl ester (3.83 g), and the mixture is stirred at 35°-37° C. for ... Starting materials: NC1(CC=2C(C3=CC=CC=C3C(C2C(=C1)Br)=O)=O)Br (2-amino-2,4-dibromoanthraquinone), O(C1=CC=CC=C1)C1=CC=C(N)C=C1 (4-phenoxyaniline), C(C1=CC=CC=C1)(=O)OC (methyl benzoate), C(C)(=O)[O-].[K+] (potassium acetate), cupric acetate, 8,17-bis(4-phenoxyphenylamino)indanthrone, C(C)(=O)[O-].[K+] (potassium acetate), C(C1=CC=CC=C1)(=O)OC (methyl benzoate). Conditions: temperature 137.5 celsius, time 6 hour. Product: C1=CC=C2C(=C1)C(=O)C3=C(C2=O)C4=C(C=C3)NC5=C(N4)C=CC6=C5C(=O)C7=CC=CC=C7C6=O (indanthrone). RXN SMILES: [NH2:1][C:2]1(Br)[CH:15]=[C:14](Br)[C:13]2[C:12](=[O:17])[C:11]3[C:6](=[CH:7][CH:8]=[CH:9][CH:10]=3)[C:5](=[O:18])[C:4]=2[CH2:3]1.O([C:27]1[CH:33]=[CH:32][C:30]([NH2:31])=[CH:29][CH:28]=1)C1C=CC=CC=1.[C:34]([O:42]C)(=O)[C:35]1[CH:40]=[CH:39][CH:38]=[CH:37][CH:36]=1.[C:44]([O-])(=[O:46])C.[K+]>>[CH:9]1[CH:10]=[C:11]2[C:12]([C:13]3[CH:14]=[CH:15][C:2]4[NH:1][C:29]5[C:28]6[C:44]([C:36]7[C:35]([C:34](=[O:42])[C:27]=6[CH:33]=[CH:32][C:30]=5[NH:31][C:3]=4[C:4]=3[C:5](=[O:18])[C:6]2=[CH:7][CH:8]=1)=[CH:40][CH:39]=[CH:38][CH:37]=7)=[O:46])=[O:17] |f:3.4|. Reported procedure: A indanthrone compound was prepared by adding 114.4 parts 2-amino-2,4-dibromoanthraquinone and 57.4 parts 4-phenoxyaniline in 875 parts methyl benzoate to 58.8 parts potassium acetate and 3 parts cupric acetate. This mixture was then heated with stirring to 135-140 degrees C. for 7 hours at which time another 220 parts methyl benzoate was added. Stirring at 135-140 degrees C. continued for an additional 6 hours. The mixture was cooled to room temperature and 58.8 parts potassium acetate was adde... Starting materials: C(C)(C)(C)OC(=O)N1CC(CCC1)CN(CC)CC1=CC(=CC=C1)C1=NC(=NC=C1)Cl (3-({[3-(2-Chloro-pyrimidin-4-yl)-benzyl]-ethyl-amino}-methyl)-piperidine-1-carboxylic acid tert-butyl ester), NCCC1=CC=C(C=C1)O (tyramine), 447. The product is C(C)N(C[C@@H]1CNCCC1)CC=1C=C(C=CC1)C1=NC(=NC=C1)NCCC1=CC=C(C=C1)O (4-[2-(4-{3-[(Ethyl-piperidin-3(S)-ylmethyl-amino)-methyl]-phenyl}-pyrimidin-2-ylamino)-ethyl]-phenol). As a reaction SMILES: C(OC([N:8]1[CH2:13][CH2:12][CH2:11][CH:10]([CH2:14][N:15]([CH2:18][C:19]2[CH:24]=[CH:23][CH:22]=[C:21]([C:25]3[CH:30]=[CH:29][N:28]=[C:27](Cl)[N:26]=3)[CH:20]=2)[CH2:16][CH3:17])[CH2:9]1)=O)(C)(C)C.[NH2:32][CH2:33][CH2:34][C:35]1[CH:40]=[CH:39][C:38]([OH:41])=[CH:37][CH:36]=1>>[CH2:16]([N:15]([CH2:18][C:19]1[CH:20]=[C:21]([C:25]2[CH:30]=[CH:29][N:28]=[C:27]([NH:32][CH2:33][CH2:34][C:35]3[CH:40]=[CH:39][C:38]([OH:41])=[CH:37][CH:36]=3)[N:26]=2)[CH:22]=[CH:23][CH:24]=1)[CH2:14][C@H:10]1[CH2:11][CH2:12][CH2:13][NH:8][CH2:9]1)[CH3:17]. Procedure: Intermediate 95 was coupled with tyramine following procedure F. The resulting product was deprotected following procedure G2. LC-MS showed the product had the expected M+H+ of 447. 1H NMR (Varian 300 MHz, CD3OD, shifts relative to the solvent peak at 3.3 ppm) δ 8.66 (s, 1H), 8.38 (d, 1H), 8.35 (s, 1H), 7.94 (d, 1H), 7.75 (t, 1H), 7.67 (d, 1H), 7.11 (d, 2H), 6.68 (d, 2H), 4.57 (s, 2H), 3.94 (s, 2H), 3.13 (m, 2H), 2.82 (m, 6H), 2.65 (t, 1H), 2.34 (m, 2H), 1.74 (m, 4H), 1.24 (t, 3H). The reactants are [Al+3], COC(Cl)Cl, Cc1cc2cccc([N+](=O)[O-])c2o1, [Cl-], [Cl-], [Cl-], ClCCl. Yields the product Cc1oc2c([N+](=O)[O-])cccc2c1C=O. As a reaction SMILES: [Al+3:15].[CH3:18][O:19][CH:20]([Cl:21])[Cl:22].[CH3:1][c:2]1[cH:3][c:4]2[c:5]([o:6]1)[c:7]([N+:11](=[O:12])[O-:13])[cH:8][cH:9][cH:10]2.[Cl-:14].[Cl-:16].[Cl-:17].[Cl:23][CH2:24][Cl:25]>>[CH3:1][c:2]1[c:3]([CH:18]=[O:19])[c:4]2[c:5]([o:6]1)[c:7]([N+:11](=[O:12])[O-:13])[cH:8][cH:9][cH:10]2.